describe an organic reaction: reactants, conditions, products, and yield From a dataset of the Open Reaction Database (ORD), a public repository of structured organic reaction records. The reactants are FC1=CC=C(C=C1)C1=C(C2=CC=C(C=C2C=C1CCC)OC)OCOC (2-(4-Fluoro-phenyl)-6-methoxy-1-methoxymethoxy-3-propyl-naphthalene), Cl.O1CCOCC1 (HCl Dioxane), FC1=CC(=C(C=O)C=C1)C(F)(F)F (4-fluoro-2-trifluoromethyl-benzaldehyde), C(=O)([O-])[O-].[Cs+].[Cs+] (Cs2CO3). Solvent: CS(=O)C (DMSO). The product is FC1=CC=C(C=C1)C1=C(C2=CC=C(C=C2C=C1CCC)OC)OC1=CC(=C(C=O)C=C1)C(F)(F)F (4-[2-(4-Fluoro-phenyl)-6-methoxy-3-propyl-naphthalen-1-yloxy]-2-trifluoromethyl-benzaldehyde). Isolated yield 98.1%. RXN SMILES: [F:1][C:2]1[CH:7]=[CH:6][C:5]([C:8]2[C:17]([CH2:18][CH2:19][CH3:20])=[CH:16][C:15]3[C:10](=[CH:11][CH:12]=[C:13]([O:21][CH3:22])[CH:14]=3)[C:9]=2[O:23][CH2:24]OC)=[CH:4][CH:3]=1.Cl.O1CCOCC1.FC1[CH:42]=[CH:41][C:38]([CH:39]=[O:40])=[C:37]([C:43]([F:46])([F:45])[F:44])[CH:36]=1.C([O-])([O-])=O.[Cs+].[Cs+]>CS(C)=O>[F:1][C:2]1[CH:3]=[CH:4][C:5]([C:8]2[C:17]([CH2:18][CH2:19][CH3:20])=[CH:16][C:15]3[C:10](=[CH:11][CH:12]=[C:13]([O:21][CH3:22])[CH:14]=3)[C:9]=2[O:23][C:24]2[CH:42]=[CH:41][C:38]([CH:39]=[O:40])=[C:37]([C:43]([F:44])([F:46])[F:45])[CH:36]=2)=[CH:6][CH:7]=1 |f:1.2,4.5.6|. Procedure: 2-(4-Fluoro-phenyl)-6-methoxy-1-methoxymethoxy-3-propyl-naphthalene (225) (0.6 g, 1.69 mmol), 4 N HCl/Dioxane (12 mL), 4-fluoro-2-trifluoromethyl-benzaldehyde (0.277 mL, 2.03 mmol), Cs2CO3 (1.38 g, 4.23 mmol) and DMSO (12 mL) were reacted as described above to give 0.80 g (98%) of the title compound (226) as oil. 1H NMR (400 MHz, d-CDCl3): δ 0.83 (t, J=7.3 Hz, 3H), 1.47-1.55 (m, 2H), 2.54 (t, J=7.8 Hz, 2H), 3.95 (s, 3H), 6.75 (dd, J=2.3, 8.7 Hz, 1H), 6.94-6.99 (m, 3H), 7.06-7.10 (m, 3H), 7.19 (m...